This data is from the Open Reaction Database (ORD), a public repository of structured organic reaction records. The task is: describe an organic reaction: reactants, conditions, products, and yield Reactants: C(C1=CC=CC=C1)(=O)N=C=S (benzoyl isothiocyanate), COC1=CC(=NC=C1)C=1C=C(N)C=CC1 (3-(4-methoxypyridin-2-yl)aniline), C(C)(C)OC(C)C (diisopropyl ether). Run in CC(=O)C (acetone). Reaction conditions: time 1 hour. Yields the product COC1=CC(=NC=C1)C=1C=C(C=CC1)NC(=S)NC(C1=CC=CC=C1)=O (N-(3-(4-methoxypyridin-2-yl)phenyl)-N′-benzoylthiourea). RXN SMILES: [CH3:1][O:2][C:3]1[CH:8]=[CH:7][N:6]=[C:5]([C:9]2[CH:10]=[C:11]([CH:13]=[CH:14][CH:15]=2)[NH2:12])[CH:4]=1.[C:16]([N:24]=[C:25]=[S:26])(=[O:23])[C:17]1[CH:22]=[CH:21][CH:20]=[CH:19][CH:18]=1.C(OC(C)C)(C)C>CC(C)=O>[CH3:1][O:2][C:3]1[CH:8]=[CH:7][N:6]=[C:5]([C:9]2[CH:10]=[C:11]([NH:12][C:25]([NH:24][C:16](=[O:23])[C:17]3[CH:18]=[CH:19][CH:20]=[CH:21][CH:22]=3)=[S:26])[CH:13]=[CH:14][CH:15]=2)[CH:4]=1. Procedure details: To a suspension of 3-(4-methoxypyridin-2-yl)aniline (357 mg) in acetone (5 ml) was added benzoyl isothiocyanate (0.252 ml), and the mixture was stirred at ambient temperature for 1 hour. To the reaction mixture was added diisopropyl ether, and the precipitate was collected by filtration and dried to give N-(3-(4-methoxypyridin-2-yl)phenyl)-N′-benzoylthiourea (462 mg). RXN SMILES: [CH3:1][c:2]1[cH:3][c:4]([CH:8]([OH:9])[c:10]2[cH:11][n:12][c:13]([O:16][CH3:17])[cH:14][cH:15]2)[o:5][c:6]1[CH3:7].[CH:18]([Cl:19])([Cl:20])[Cl:21]>>[CH3:1][c:2]1[cH:3][c:4]([C:8](=[O:9])[c:10]2[cH:11][n:12][c:13]([O:16][CH3:17])[cH:14][cH:15]2)[o:5][c:6]1[CH3:7]. The product is COc1ccc(C(=O)c2cc(C)c(C)o2)cn1. Reactants: COc1ccc(C(O)c2cc(C)c(C)o2)cn1, ClC(Cl)Cl. The reactants are C(C)N(CCCN(CCCCCCCCN(CCCN(C(=O)OC(C)(C)C)CC)C(=O)OC(C)(C)C)C(=O)OC(C)(C)C)C(=O)OC(C)(C)C (1,18-Bis(ethyl)-1,5,14,18-tetra(t-butoxy-carbonyl)-1,5,14,18-tetraazaoctadecane), Cl (HCl). Run in C(C)O (ethanol), C(C)OCC (diethyl ether). Product: O.Cl.Cl.Cl.Cl.C(C)NCCCNCCCCCCCCNCCCNCC.C(C)NCCCNCCCCCCCCNCCCNCC.Cl.Cl.Cl.Cl (N,N'-Bis(3-(ethylamino)propyl)-1,8-octanediamine tetrahydrochloride hemihydrate). Reaction SMILES: [CH2:1]([N:3](C(OC(C)(C)C)=O)[CH2:4][CH2:5][CH2:6][N:7](C(OC(C)(C)C)=O)[CH2:8][CH2:9][CH2:10][CH2:11][CH2:12][CH2:13][CH2:14][CH2:15][N:16](C(OC(C)(C)C)=O)[CH2:17][CH2:18][CH2:19][N:20]([CH2:28][CH3:29])C(OC(C)(C)C)=[O:22])[CH3:2].[ClH:51]>C(O)C.C(OCC)C>[OH2:22].[ClH:51].[ClH:51].[ClH:51].[ClH:51].[CH2:28]([NH:20][CH2:19][CH2:18][CH2:17][NH:16][CH2:15][CH2:14][CH2:13][CH2:12][CH2:11][CH2:10][CH2:9][CH2:8][NH:7][CH2:6][CH2:5][CH2:4][NH:3][CH2:1][CH3:2])[CH3:29].[CH2:28]([NH:20][CH2:19][CH2:18][CH2:17][NH:16][CH2:15][CH2:14][CH2:13][CH2:12][CH2:11][CH2:10][CH2:9][CH2:8][NH:7][CH2:6][CH2:5][CH2:4][NH:3][CH2:1][CH3:2])[CH3:29].[ClH:51].[ClH:51].[ClH:51].[ClH:51] |f:4.5.6.7.8.9.10.11.12.13.14|. Procedure: Dissolve 3.3 g (0.0046 mol) of the product of Step A in 7 ml ethanol and treat with 70 ml of 2N HCl in diethyl ether stirring overnight. Filter the mixture and dry the residue at 70° C. at reduced pressure to yield 1.95 g of the title compound, mp>300° C. Elemental analysis: Calculated, C-46.09, H-10.10, N-11.95, Cl-30.24; Found C-46.23, H-9.94, N-12.11, Cl-29.99. Reactants: Cl.N[C@@H](CC1=CNC2=CC=CC=C12)C(=O)O (L-tryptophan hydrochloride), [OH-].[Na+] (sodium hydroxide), Cl.N[C@@H](CC1=CNC2=CC=CC=C12)C(=O)O (L-tryptophan hydrochloride). Yields the product N[C@@H](CC1=CNC2=CC=CC=C12)C(=O)O (L-tryptophan). RXN SMILES: Cl.[NH2:2][C@H:3]([C:14]([OH:16])=[O:15])[CH2:4][C:5]1[C:13]2[C:8](=[CH:9][CH:10]=[CH:11][CH:12]=2)[NH:7][CH:6]=1.[OH-].[Na+]>>[NH2:2][C@H:3]([C:14]([OH:16])=[O:15])[CH2:4][C:5]1[C:13]2[C:8](=[CH:9][CH:10]=[CH:11][CH:12]=2)[NH:7][CH:6]=1 |f:0.1,2.3|. Reported procedure: An aqueous solution of 130 g of the L-tryptophan hydrochloride crystals at a concentration of 150 g/l and 27% aqueous sodium hydroxide solution were simultaneously fed into a crystallization tank at 30° C., while controlling the feeding rate of each solution so that the pH of the crystallization slurry was maintained at 6.5. After addition of the solution of L-tryptophan hydrochloride was completed, the crystallized L-tryptophan was isolated with a centrifuging machine. The crystals were then wa... Starting materials: [Si](C)(C)(C(C)(C)C)OCCCCCCCC#CC1C(COC2=CC(=CC=C12)OCOC)(C)C1=CC=C(C=C1)OCOC (4-[9-(t-butyldimethylsilyloxy)-1-nonynyl]-7-methoxymethoxy-3-(4-methoxymethoxyphenyl)-3-methylchroman), C(C)(=O)OCC (Ethyl acetate). The reagents and catalysts are [Pd] (Pd—C). Run in CO (methanol), O1CCCC1 (tetrahydrofuran). Run at time 1 day. Product: [Si](C)(C)(C(C)(C)C)OCCCCCCCCCC1C(COC2=CC(=CC=C12)OCOC)(C)C1=CC=C(C=C1)OCOC (4-[9-(t-butyldimethylsilyloxy)nonyl]-7-methoxymethoxy-3-(4-methoxymethoxyphenyl)-3-methylchroman). The yield is 8884.4%. RXN SMILES: [Si:1]([O:8][CH2:9][CH2:10][CH2:11][CH2:12][CH2:13][CH2:14][CH2:15][C:16]#[C:17][CH:18]1[C:27]2[C:22](=[CH:23][C:24]([O:28][CH2:29][O:30][CH3:31])=[CH:25][CH:26]=2)[O:21][CH2:20][C:19]1([C:33]1[CH:38]=[CH:37][C:36]([O:39][CH2:40][O:41][CH3:42])=[CH:35][CH:34]=1)[CH3:32])([C:4]([CH3:7])([CH3:6])[CH3:5])([CH3:3])[CH3:2].C(OCC)(=O)C>CO.O1CCCC1.[Pd]>[Si:1]([O:8][CH2:9][CH2:10][CH2:11][CH2:12][CH2:13][CH2:14][CH2:15][CH2:16][CH2:17][CH:18]1[C:27]2[C:22](=[CH:23][C:24]([O:28][CH2:29][O:30][CH3:31])=[CH:25][CH:26]=2)[O:21][CH2:20][C:19]1([C:33]1[CH:38]=[CH:37][C:36]([O:39][CH2:40][O:41][CH3:42])=[CH:35][CH:34]=1)[CH3:32])([C:4]([CH3:7])([CH3:6])[CH3:5])([CH3:2])[CH3:3]. Procedure: To a solution of 4-[9-(t-butyldimethylsilyloxy)-1-nonynyl]-7-methoxymethoxy-3-(4-methoxymethoxyphenyl)-3-methylchroman (150 g, 2.51 mmol) in methanol (100 ml) and tetrahydrofuran (10 ml) was added 10% Pd—C (570 mg), which was then stirred at room temperature under hydrogen (atmospheric pressure) for 1 day. Ethyl acetate was added to the reaction solution, which was then filtered, extracted several times with ethyl acetate, and concentrated under reduced pressure to give the title compound (134 g...